describe an organic reaction: reactants, conditions, products, and yield From a dataset of the Open Reaction Database (ORD), a public repository of structured organic reaction records. Starting materials: Oc1c(Br)ccc2ccsc12, O=C([O-])[O-], COS(=O)(=O)OC, CC(C)=O, [K+], [K+]. Product: COc1c(Br)ccc2ccsc12. RXN SMILES: [Br:1][c:2]1[c:3]([OH:11])[c:4]2[c:5]([cH:6][cH:7][s:8]2)[cH:9][cH:10]1.[C:12](=[O:13])([O-:14])[O-:15].[CH3:18][O:19][S:20]([O:21][CH3:22])(=[O:23])=[O:24].[CH3:25][C:26](=[O:27])[CH3:28].[K+:16].[K+:17]>>[Br:1][c:2]1[c:3]([O:11][CH3:12])[c:4]2[c:5]([cH:6][cH:7][s:8]2)[cH:9][cH:10]1.